Dataset: the Open Reaction Database (ORD), a public repository of structured organic reaction records. Task: describe an organic reaction: reactants, conditions, products, and yield Reactants: C1CCOC1, CC(C)c1ncc[nH]1, O=S(=O)(Cl)c1c[nH]cn1. Yields the product CC(C)c1nccn1S(=O)(=O)c1c[nH]cn1. RXN SMILES: [CH2:18]1[O:19][CH2:20][CH2:21][CH2:22]1.[CH:10]([CH3:11])([CH3:12])[c:13]1[nH:14][cH:15][cH:16][n:17]1.[nH:1]1[cH:2][n:3][c:4]([S:6](=[O:7])(=[O:8])[Cl:9])[cH:5]1>>[nH:1]1[cH:2][n:3][c:4]([S:6](=[O:7])(=[O:8])[n:14]2[c:13]([CH:10]([CH3:11])[CH3:12])[n:17][cH:16][cH:15]2)[cH:5]1. The reactants are FC(CCC(C#N)C#N)=C(F)F ((3,4,4-trifluoro-3-butenyl)malononitrile), [H-].[Na+] (sodium hydride), BrCC=1C=NC(=CC1)Cl (3-bromomethyl-6-chloropyridine). Solvent: CN(C=O)C (N,N-dimethylformamide). Product: ClC1=CC=C(C=N1)CC(C#N)(C#N)CCC(=C(F)F)F (2-((6-Chloro-3-pyridyl)methyl)-2-(3,4,4-trifluoro-3-butenyl)malononitrile). Isolated yield 60.9%. As a reaction SMILES: [F:1][C:2](=[C:10]([F:12])[F:11])[CH2:3][CH2:4][CH:5]([C:8]#[N:9])[C:6]#[N:7].[H-].[Na+].Br[CH2:16][C:17]1[CH:18]=[N:19][C:20]([Cl:23])=[CH:21][CH:22]=1>CN(C)C=O>[Cl:23][C:20]1[N:19]=[CH:18][C:17]([CH2:16][C:5]([CH2:4][CH2:3][C:2]([F:1])=[C:10]([F:11])[F:12])([C:6]#[N:7])[C:8]#[N:9])=[CH:22][CH:21]=1 |f:1.2|. Procedure details: By using (3,4,4-trifluoro-3-butenyl)malononitrile (0.21 g), N,N-dimethylformamide (5 ml), sodium hydride (60% in oil, 0.05 g) and 3-bromomethyl-6-chloropyridine (0.28 g) according to the similar method described in Production Example 1 was obtained 0.22 g of 2-((6-Chloro-3-pyridyl)methyl)-2-(3,4,4-trifluoro-3-butenyl)malononitrile represented by the following formula (the present invention compound (3)). Starting materials: BrBr (bromine), COC1=C(O)C=C(C(=C1OC)O)C (2,3-dimethoxy-5-methylhydroquinone). The solvent is C(Cl)(Cl)Cl (chloroform), C(Cl)(Cl)Cl (chloroform). Conditions: time 3 hour. Yields the product COC1=C(O)C(=C(C(=C1OC)O)C)Br (2,3-dimethoxy-5-methyl-6-bromohydroquinone). The yield is 100.7%. RXN SMILES: [Br:1]Br.[CH3:3][O:4][C:5]1[C:11]([O:12][CH3:13])=[C:10]([OH:14])[C:9]([CH3:15])=[CH:8][C:6]=1[OH:7]>C(Cl)(Cl)Cl>[CH3:3][O:4][C:5]1[C:11]([O:12][CH3:13])=[C:10]([OH:14])[C:9]([CH3:15])=[C:8]([Br:1])[C:6]=1[OH:7]. Procedure details: A solution of 39.5 g of bromine in 70 ml of chloroform was added dropwise at about 5° C. to a solution of 46.0 g of 2,3-dimethoxy-5-methylhydroquinone in 500 ml of chloroform, under a nitrogen atmosphere. Stirring was continued at the same temperature for 3 hours, and then the reaction mixture was washed with water until the washings were colorless. The organic layer was dried over magnesium sulfate, and the solvent was distilled off under reduced pressure to provide 65.5 g of 2,3-dimethoxy-5-me... Starting materials: C=CCN(C)C(=O)Cl, CC(C)(C)c1cc(N)no1. RXN SMILES: [CH2:11]([CH:12]=[CH2:13])[N:14]([C:15](=[O:16])[Cl:17])[CH3:18].[NH2:1][c:2]1[n:3][o:4][c:5]([C:7]([CH3:8])([CH3:9])[CH3:10])[cH:6]1>>[NH:1]([c:2]1[n:3][o:4][c:5]([C:7]([CH3:8])([CH3:9])[CH3:10])[cH:6]1)[C:15]([N:14]([CH2:11][CH:12]=[CH2:13])[CH3:18])=[O:16]. Yields the product C=CCN(C)C(=O)Nc1cc(C(C)(C)C)on1.